From a dataset of the Open Reaction Database (ORD), a public repository of structured organic reaction records. describe an organic reaction: reactants, conditions, products, and yield Reactants: C1(CCC(=O)O1)=O (succinic anhydride), C(C)(=O)OC(C)=O (acetic anhydride). The product is CC(CO)O.CC(=O)O.CO.C(CC(=O)O)C(=O)O (HPMCAS). As a reaction SMILES: [C:1]1(=[O:7])[O:6][C:4](=[O:5])[CH2:3][CH2:2]1.[C:8]([O:11][C:12](=[O:14])[CH3:13])(=[O:10])C>>[CH3:3][CH:2]([OH:10])[CH2:1][OH:7].[CH3:3][C:4]([OH:6])=[O:5].[CH3:8][OH:10].[CH2:13]([C:12]([OH:11])=[O:14])[CH2:3][C:4]([OH:6])=[O:5] |f:2.3.4.5|. Reported procedure: In the second procedure for forming HPMCAS or HPMCA from HPMC, the HPMC is dispersed or dissolved in an organic solvent, such as acetone or dimethylformamide, along with a basic catalyst, such as pyridine or α-picoline. The concentration of HPMC in the reaction mixture ranges from about 1 wt % to about 70 wt %, preferably about 5 wt % to about 50 wt %. To form HPMCA, acetic anhydride is then added as described above, and the reaction mixture heated to about 40° C. to about 120° C. for about 2 to... The reactants are C1CCOC1, COC(=O)C=Cc1cc(C)n(C(OCc2ccc(Cl)cc2)c2cccc(Cl)c2)n1, CO. Yields the product COC(=O)CCc1cc(C)n(C(OCc2ccc(Cl)cc2)c2cccc(Cl)c2)n1. RXN SMILES: [CH2:30]1[O:31][CH2:32][CH2:33][CH2:34]1.[CH3:1][O:2][C:3]([CH:4]=[CH:5][c:6]1[n:7][n:8]([CH:12]([c:13]2[cH:14][cH:15][cH:16][c:17]([Cl:19])[cH:18]2)[O:20][CH2:21][c:22]2[cH:23][cH:24][c:25]([Cl:28])[cH:26][cH:27]2)[c:9]([CH3:11])[cH:10]1)=[O:29].[CH3:35][OH:36]>>[CH3:1][O:2][C:3]([CH2:4][CH2:5][c:6]1[n:7][n:8]([CH:12]([c:13]2[cH:14][cH:15][cH:16][c:17]([Cl:19])[cH:18]2)[O:20][CH2:21][c:22]2[cH:23][cH:24][c:25]([Cl:28])[cH:26][cH:27]2)[c:9]([CH3:11])[cH:10]1)=[O:29]. The reactants are ClC1=NC=NC2=C1C1=C([Se]2)CCCC1 (4-Chloro-5,6,7,8-tetrahydrobenzo[1,2-b]pyrimidino[5,4-d]selenophene), NC=1OC(=CC1C#N)C1=CC=CC=C1 (2-amino-5-phenylfuran-3-carbonitrile), [OH-].[Na+] (NaOH). The solvent is CN(C)C=O (DMF). Yields the product C1(=CC=CC=C1)C1=CC(=C(O1)NC1=NC=NC2=C1C1=C([Se]2)CCCC1)C#N (5-phenyl-2-(5,6,7,8-tetrahydrobenzo[1,2-b]pyrimidino[5,6-d]selenophen-4-ylamino)furan-3-carbonitrile). Yield: 78.0%. RXN SMILES: Cl[C:2]1[C:7]2[C:8]3[CH2:14][CH2:13][CH2:12][CH2:11][C:9]=3[Se:10][C:6]=2[N:5]=[CH:4][N:3]=1.[NH2:15][C:16]1[O:17][C:18]([C:23]2[CH:28]=[CH:27][CH:26]=[CH:25][CH:24]=2)=[CH:19][C:20]=1[C:21]#[N:22].[OH-].[Na+]>CN(C=O)C>[C:23]1([C:18]2[O:17][C:16]([NH:15][C:2]3[C:7]4[C:8]5[CH2:14][CH2:13][CH2:12][CH2:11][C:9]=5[Se:10][C:6]=4[N:5]=[CH:4][N:3]=3)=[C:20]([C:21]#[N:22])[CH:19]=2)[CH:24]=[CH:25][CH:26]=[CH:27][CH:28]=1 |f:2.3|. Procedure details: To a solution of 4-chloro-5,6,7,8-tetrahydrobenzo[1,2-b]pyrimidino[5,4-d]selenophene (250 mg, 0.917 mmol, from step b of example 1) in DMF (10 mL) was added sequentially 2-amino-5-phenylfuran-3-carbonitrile (160 mg, 0.917 mmol; Matsuda, T.; Yamagata, K.; Tomioka, Y.; Yamazaki, M. Chem. Pharm. Bull., 1985, 33, 937-943) and powdered NaOH (110 mg, 2.751 mmol) at rt. Work-up as described in example 2, gave the product as a yellow color solid (300 mg, 78%), mp 252-256° C. (decomp). 1H NMR (400 MHz, C...